This data is from the Open Reaction Database (ORD), a public repository of structured organic reaction records. The task is: describe an organic reaction: reactants, conditions, products, and yield The reactants are C(C)OC(CC(C1=CC=CC=C1)C1=C2C(=CNC2=CC=C1)C#N)=O (3-(3-cyano-1H-Indol-4-yl)-3-phenyl-propionic acid ethyl ester), COCCO[AlH2-]OCCOC.[Na+] (Red-Al). Run in C1CCOC1 (THF). Reaction conditions: temperature 0 celsius, time 30 minute. The product is OCCC(C1=CC=CC=C1)C1=C2C(=CNC2=CC=C1)C#N (4-(3-hydroxy-1-pheny-propyl)-1H-indole-3-carbonitrile), solid. The yield is 67.0%. RXN SMILES: C([O:3][C:4](=O)[CH2:5][CH:6]([C:13]1[CH:21]=[CH:20][CH:19]=[C:18]2[C:14]=1[C:15]([C:22]#[N:23])=[CH:16][NH:17]2)[C:7]1[CH:12]=[CH:11][CH:10]=[CH:9][CH:8]=1)C.COCCO[AlH2-]OCCOC.[Na+]>C1COCC1>[OH:3][CH2:4][CH2:5][CH:6]([C:13]1[CH:21]=[CH:20][CH:19]=[C:18]2[C:14]=1[C:15]([C:22]#[N:23])=[CH:16][NH:17]2)[C:7]1[CH:8]=[CH:9][CH:10]=[CH:11][CH:12]=1 |f:1.2|. Procedure details: To a 0° C. solution of 3-(3-cyano-1H-Indol-4-yl)-3-phenyl-propionic acid ethyl ester LIX (648 mg, 2.04 mmol) in THF (20 ml) was added Red-Al (65% w, 1.96 ml, 6.87 mmol) dropwise. The mixture was stirred at 0° C. for 3 hours, at room temperature for 30 minutes, and the reaction was quenched by addition of H2O (7 ml). The resulting mixture was stirred for 10 minutes and H2O (5 ml) and EtOAc (8 ml) were added. The mixture was then stirred overnight at room temperature. The solid was filtered off an... Procedure: 4-(2-Cyclohexylethyl)-6-methyl-N-(4-(2-methyl-1H-imidazol-1-yl)phenyl)-5,6,7,8-tetrahydropyrido[4,3-d]pyrimidin-2-amine (20.0 mg, 10.4%) was synthesised from 4-(2-cyclohexylethyl)-N-(4-(2-methyl-1H-imidazol-1-yl)phenyl)-5,6,7,8-tetrahydropyrido[4,3-d]pyrimidin-2-amine and formaldehyde according to the general procedure for reductive amination. MS (ES+) m/z 431.4 (M+H)+ Yield: 10.4%. RXN SMILES: [CH:1]1([CH2:7][CH2:8][C:9]2[C:10]3[CH2:31][NH:30][CH2:29][CH2:28][C:11]=3[N:12]=[C:13]([NH:15][C:16]3[CH:21]=[CH:20][C:19]([N:22]4[CH:26]=[CH:25][N:24]=[C:23]4[CH3:27])=[CH:18][CH:17]=3)[N:14]=2)[CH2:6][CH2:5][CH2:4][CH2:3][CH2:2]1.[CH2:32]=O>>[CH:1]1([CH2:7][CH2:8][C:9]2[C:10]3[CH2:31][N:30]([CH3:32])[CH2:29][CH2:28][C:11]=3[N:12]=[C:13]([NH:15][C:16]3[CH:21]=[CH:20][C:19]([N:22]4[CH:26]=[CH:25][N:24]=[C:23]4[CH3:27])=[CH:18][CH:17]=3)[N:14]=2)[CH2:6][CH2:5][CH2:4][CH2:3][CH2:2]1. The product is C1(CCCCC1)CCC=1C2=C(N=C(N1)NC1=CC=C(C=C1)N1C(=NC=C1)C)CCN(C2)C (4-(2-Cyclohexylethyl)-6-methyl-N-(4-(2-methyl-1H-imidazol-1-yl)phenyl)-5,6,7,8-tetrahydropyrido[4,3-d]pyrimidin-2-amine). The reactants are C1(CCCCC1)CCC=1C2=C(N=C(N1)NC1=CC=C(C=C1)N1C(=NC=C1)C)CCNC2 (4-(2-cyclohexylethyl)-N-(4-(2-methyl-1H-imidazol-1-yl)phenyl)-5,6,7,8-tetrahydropyrido[4,3-d]pyrimidin-2-amine), C=O (formaldehyde).